This data is from the Open Reaction Database (ORD), a public repository of structured organic reaction records. The task is: describe an organic reaction: reactants, conditions, products, and yield Starting materials: O=C1CC(Br)C(=O)N1, COC=C(C(=O)OC)c1ccccc1C, ClC(Cl)(Cl)Cl, CC(C)(C#N)N=NC(C)(C)C#N, O=C1CCC(=O)N1. Yields the product COC=C(C(=O)OC)c1ccccc1CBr. RXN SMILES: [Br:16][CH:17]1[CH2:18][C:19](=[O:20])[NH:21][C:22]1=[O:23].[CH3:1][c:2]1[c:3]([C:8]([C:9](=[O:10])[O:11][CH3:12])=[CH:13][O:14][CH3:15])[cH:4][cH:5][cH:6][cH:7]1.[Cl:43][C:44]([Cl:45])([Cl:46])[Cl:47].[N:24]#[C:25][C:26]([N:27]=[N:28][C:29]([C:30]#[N:31])([CH3:32])[CH3:33])([CH3:34])[CH3:35].[O:36]=[C:37]1[NH:38][C:39](=[O:40])[CH2:41][CH2:42]1>>[CH2:1]([c:2]1[c:3]([C:8]([C:9](=[O:10])[O:11][CH3:12])=[CH:13][O:14][CH3:15])[cH:4][cH:5][cH:6][cH:7]1)[Br:16].